Dataset: the Open Reaction Database (ORD), a public repository of structured organic reaction records. Task: describe an organic reaction: reactants, conditions, products, and yield The reactants are ClC1=CC(N(C(N1CC1=CC=C(C=C1)C1=C(C=CC=C1)C1=NN=NN1C(C1=CC=CC=C1)(C1=CC=CC=C1)C1=CC=CC=C1)=O)CCC)=O (6-chloro-3-propyl-1-[[2'-(N-trityltetrazol-5-yl)biphenyl-4-yl]methyl]pyrimidine-2,4(1H,3H)-dione), ClN1C(CCC1=O)=O (N-chlorosuccinimide). Solvent: C(Cl)(Cl)Cl (chloroform). The product is ClC=1C(N(C(N(C1Cl)CC1=CC=C(C=C1)C1=C(C=CC=C1)C1=NN=NN1C(C1=CC=CC=C1)(C1=CC=CC=C1)C1=CC=CC=C1)=O)CCC)=O (5,6-Dichloro-3-propyl-1-[[2'-(N-trityl-tetrazol-5-yl)biphenyl-4-yl]methyl]pyrimidine-2,4(1H,3H)-dione). Yield: 34.9%. RXN SMILES: [Cl:1][C:2]1[N:7]([CH2:8][C:9]2[CH:14]=[CH:13][C:12]([C:15]3[CH:20]=[CH:19][CH:18]=[CH:17][C:16]=3[C:21]3[N:25]([C:26]([C:39]4[CH:44]=[CH:43][CH:42]=[CH:41][CH:40]=4)([C:33]4[CH:38]=[CH:37][CH:36]=[CH:35][CH:34]=4)[C:27]4[CH:32]=[CH:31][CH:30]=[CH:29][CH:28]=4)[N:24]=[N:23][N:22]=3)=[CH:11][CH:10]=2)[C:6](=[O:45])[N:5]([CH2:46][CH2:47][CH3:48])[C:4](=[O:49])[CH:3]=1.[Cl:50]N1C(=O)CCC1=O>C(Cl)(Cl)Cl>[Cl:50][C:3]1[C:4](=[O:49])[N:5]([CH2:46][CH2:47][CH3:48])[C:6](=[O:45])[N:7]([CH2:8][C:9]2[CH:14]=[CH:13][C:12]([C:15]3[CH:20]=[CH:19][CH:18]=[CH:17][C:16]=3[C:21]3[N:25]([C:26]([C:33]4[CH:34]=[CH:35][CH:36]=[CH:37][CH:38]=4)([C:27]4[CH:32]=[CH:31][CH:30]=[CH:29][CH:28]=4)[C:39]4[CH:40]=[CH:41][CH:42]=[CH:43][CH:44]=4)[N:24]=[N:23][N:22]=3)=[CH:11][CH:10]=2)[C:2]=1[Cl:1]. Reported procedure: A mixture of 6-chloro-3-propyl-1-[[2'-(N-trityltetrazol-5-yl)biphenyl-4-yl]methyl]pyrimidine-2,4(1H,3H)-dione (0.6 g) and N-chlorosuccinimide (0.14 g) in chloroform (10 ml) was heated under reflux for 18 hours. The reaction mixture concentrated to dryness and the resulting residue was purified by column chromatography on silica gel to give colorless amorphous powders (0.22 g, 35%). The reactants are C=CCCBr, CN(C)C=O, [Na], Cn1c(=O)c2[nH]cnc2n(C)c1=O. The product is C=CCCn1cnc2c1c(=O)n(C)c(=O)n2C. RXN SMILES: [Br:1][CH2:2][CH2:3][CH:4]=[CH2:5].[CH3:20][N:21]([CH3:22])[CH:23]=[O:24].[Na:19].[n:6]1([CH3:7])[c:8](=[O:9])[n:10]([CH3:11])[c:12]2[n:13][cH:14][nH:15][c:16]2[c:17]1=[O:18]>>[CH2:2]([CH2:3][CH:4]=[CH2:5])[n:15]1[cH:14][n:13][c:12]2[n:10]([CH3:11])[c:8](=[O:9])[n:6]([CH3:7])[c:17](=[O:18])[c:16]21.